Dataset: the Open Reaction Database (ORD), a public repository of structured organic reaction records. Task: describe an organic reaction: reactants, conditions, products, and yield Reactants: O=C([O-])[O-], Cc1csc2nc(SCc3ccc(C(=O)c4ccc(O)cc4)cc3)n(C)c(=O)c12, ClCCN1CCCCC1, Cl, [K+], [K+], CN(C)C=O. The product is Cc1csc2nc(SCc3ccc(C(=O)c4ccc(OCCN5CCCCC5)cc4)cc3)n(C)c(=O)c12, Cl. RXN SMILES: [C:40](=[O:41])([O-:42])[O-:43].[CH3:1][n:2]1[c:3]([S:13][CH2:14][c:15]2[cH:16][cH:17][c:18]([C:21]([c:22]3[cH:23][cH:24][c:25]([OH:28])[cH:26][cH:27]3)=[O:29])[cH:19][cH:20]2)[n:4][c:5]2[c:6]([c:7]1=[O:8])[c:9]([CH3:12])[cH:10][s:11]2.[Cl:31][CH2:32][CH2:33][N:34]1[CH2:35][CH2:36][CH2:37][CH2:38][CH2:39]1.[ClH:30].[K+:44].[K+:45].[O:46]=[CH:47][N:48]([CH3:49])[CH3:50]>>[CH3:1][n:2]1[c:3]([S:13][CH2:14][c:15]2[cH:16][cH:17][c:18]([C:21]([c:22]3[cH:23][cH:24][c:25]([O:28][CH2:32][CH2:33][N:34]4[CH2:35][CH2:36][CH2:37][CH2:38][CH2:39]4)[cH:26][cH:27]3)=[O:29])[cH:19][cH:20]2)[n:4][c:5]2[c:6]([c:7]1=[O:8])[c:9]([CH3:12])[cH:10][s:11]2.[ClH:31]. The reactants are C1CCOC1, CCO, Cc1nc(OCc2c(C(C)C)nnn2-c2ccccc2OC(F)(F)F)ccc1[N+](=O)[O-], [H][H], O=[Pt]. The product is Cc1nc(OCc2c(C(C)C)nnn2-c2ccccc2OC(F)(F)F)ccc1N. As a reaction SMILES: [CH2:37]1[O:38][CH2:39][CH2:40][CH2:41]1.[CH3:34][CH2:35][OH:36].[CH:1]([CH3:2])([CH3:3])[c:4]1[c:5]([CH2:20][O:21][c:22]2[cH:23][cH:24][c:25]([N+:29]([O-:30])=[O:31])[c:26]([CH3:28])[n:27]2)[n:6](-[c:9]2[c:10]([O:15][C:16]([F:17])([F:18])[F:19])[cH:11][cH:12][cH:13][cH:14]2)[n:7][n:8]1.[H:32][H:33].[Pt:42]=[O:43]>>[CH:1]([CH3:2])([CH3:3])[c:4]1[c:5]([CH2:20][O:21][c:22]2[cH:23][cH:24][c:25]([NH2:29])[c:26]([CH3:28])[n:27]2)[n:6](-[c:9]2[c:10]([O:15][C:16]([F:17])([F:18])[F:19])[cH:11][cH:12][cH:13][cH:14]2)[n:7][n:8]1. Reactants: Cl (hydrochloric acid), C(CCC)(=O)NC=1SC2=C(N1)C=CC(=C2)OS(=O)(=O)C2=CC=C(C=C2)F (4-fluorobenzenesulfonic acid 2-butyrylaminobenzothiazol-6-yl ester), C(CCC)(=O)NC=1SC2=C(N1)C=CC(=C2)OS(=O)(=O)C2=CC=C(C=C2)F (4-fluorobenzenesulfonic acid 2-butyrylaminobenzothiazol-6-yl ester), C(C)(C)N(CCN)C(C)C (N,N-diisopropylethylene-diamine). Solvent: C(C)(=O)OCC (ethyl acetate), O1CCOCC1 (dioxane), CN1C(CCC1)=O (N-methylpyrrolidone). Run at temperature 150 celsius. The product is Cl.C(CCC)(=O)NC=1SC2=C(N1)C=CC(=C2)OS(=O)(=O)C2=CC=C(C=C2)NCCN(C(C)C)C(C)C (4-(2-diisopropylamino-ethylamino)benzenesulfonic acid 2-butyrylaminobenzothiazol-6-yl ester hydrochloride). Yield: 28.0%. RXN SMILES: [C:1]([NH:6][C:7]1[S:8][C:9]2[CH:15]=[C:14]([O:16][S:17]([C:20]3[CH:25]=[CH:24][C:23](F)=[CH:22][CH:21]=3)(=[O:19])=[O:18])[CH:13]=[CH:12][C:10]=2[N:11]=1)(=[O:5])[CH2:2][CH2:3][CH3:4].[CH:27]([N:30]([CH:34]([CH3:36])[CH3:35])[CH2:31][CH2:32][NH2:33])([CH3:29])[CH3:28].[ClH:37]>CN1CCCC1=O.C(OCC)(=O)C.O1CCOCC1>[ClH:37].[C:1]([NH:6][C:7]1[S:8][C:9]2[CH:15]=[C:14]([O:16][S:17]([C:20]3[CH:25]=[CH:24][C:23]([NH:33][CH2:32][CH2:31][N:30]([CH:34]([CH3:36])[CH3:35])[CH:27]([CH3:29])[CH3:28])=[CH:22][CH:21]=3)(=[O:19])=[O:18])[CH:13]=[CH:12][C:10]=2[N:11]=1)(=[O:5])[CH2:2][CH2:3][CH3:4] |f:6.7|. Procedure: A solution of 4-fluorobenzenesulfonic acid 2-butyrylaminobenzothiazol-6-yl ester (intermediate 78) (100 mg, 0.2 mmol) and N,N-diisopropylethylene-diamine (185 μl, 1.01 mmol) in 3 ml of N-methylpyrrolidone in a 5 ml microwave vial, equipped with a magnetic bar, is heated for 10 minutes at 150° C. by microwave. The reaction medium is extracted with ethyl acetate and washed with water. The organic phase is dried over magnesium sulfate, filtered and then evaporated to dryness. The residue obtained i... Reactants: BrC1=CC=C(C=C1)[C@H](CC)N1C(O[C@](CC1)(C1=CC=CC=C1)C)=O ((R)-3-((S)-1-(4-bromophenyl)propyl)-6-methyl-6-phenyl-1,3-oxazinan-2-one), IC1=CC(N(C=C1)C)=O (4-iodo-1-methylpyridin-2(1H)-one). Yields the product C[C@@]1(CCN(C(O1)=O)[C@@H](CC)C1=CC=C(C=C1)C1=CC(N(C=C1)C)=O)C1=CC=CC=C1 ((R)-6-methyl-3-((S)-1-(4-(1-methyl-2-oxo-1,2-dihydropyridin-4-yl)phenyl)propyl)-6-phenyl-1,3-oxazinan-2-one). Reaction SMILES: Br[C:2]1[CH:7]=[CH:6][C:5]([C@@H:8]([N:11]2[CH2:16][CH2:15][C@:14]([CH3:23])([C:17]3[CH:22]=[CH:21][CH:20]=[CH:19][CH:18]=3)[O:13][C:12]2=[O:24])[CH2:9][CH3:10])=[CH:4][CH:3]=1.I[C:26]1[CH:31]=[CH:30][N:29]([CH3:32])[C:28](=[O:33])[CH:27]=1>>[CH3:23][C@@:14]1([C:17]2[CH:22]=[CH:21][CH:20]=[CH:19][CH:18]=2)[O:13][C:12](=[O:24])[N:11]([C@H:8]([C:5]2[CH:6]=[CH:7][C:2]([C:26]3[CH:31]=[CH:30][N:29]([CH3:32])[C:28](=[O:33])[CH:27]=3)=[CH:3][CH:4]=2)[CH2:9][CH3:10])[CH2:16][CH2:15]1. Procedure details: The title compound was prepared from (R)-3-((S)-1-(4-bromophenyl)propyl)-6-methyl-6-phenyl-1,3-oxazinan-2-one following procedures analogous to those described in Example 32 Method 2 Steps 3 and 4 using 4-iodo-1-methylpyridin-2(1H)-one in Step 4. LC-MS Method 1 tR=1.55 min, m/z=417 (M+1); 1H NMR (CDCl3) 7.41 (1H, d, J=7.03 Hz), 7.33 (2H, d, J=8.20 Hz), 7.29-7.19 (5H, m), 7.10 (1H, d, J=8.20), 6.95 (1H, d=1.76), 6.55 (1H, dd, J=2, 7.03 Hz), 5.51 (1H, q, J=6.49, 9.66 Hz), 3.65 (3H, s), 3.00-2.95 (... The reactants are CC1=NC(=NC=C1C=O)NCCCC1CCN(CC1)C (4-methyl-2-[3-(1-methyl-piperidin-4-yl)-propylamino]-pyrimidine-5-carbaldehyde), FC=1C(=C(C(=CC1)N)N)C (4-fluoro-3-methyl-benzene-1,2-diamine), Na2H2S2O5, CO (methanol). The reagents and catalysts are O=[Mn]=O (MnO2). The solvent is C1(=CC=CC=C1)C (toluene). Run at time 30 minute. Product: FC1=C(C2=C(NC(=N2)C=2C=NC(=NC2)NCCCC2CCN(CC2)C)C=C1)C ([5-(5-Fluoro-4-methyl-1H-benzoimidazol-2-yl)-pyrimidin-2-yl]-[3-(1-methyl-piperidin-4-yl)-propyl]-amine). As a reaction SMILES: CO.C[C:4]1[C:9]([CH:10]=O)=[CH:8][N:7]=[C:6]([NH:12][CH2:13][CH2:14][CH2:15][CH:16]2[CH2:21][CH2:20][N:19]([CH3:22])[CH2:18][CH2:17]2)[N:5]=1.[F:23][C:24]1[C:25]([CH3:32])=[C:26]([NH2:31])[C:27]([NH2:30])=[CH:28][CH:29]=1>C1(C)C=CC=CC=1.O=[Mn]=O>[F:23][C:24]1[CH:29]=[CH:28][C:27]2[NH:30][C:10]([C:9]3[CH:8]=[N:7][C:6]([NH:12][CH2:13][CH2:14][CH2:15][CH:16]4[CH2:17][CH2:18][N:19]([CH3:22])[CH2:20][CH2:21]4)=[N:5][CH:4]=3)=[N:31][C:26]=2[C:25]=1[CH3:32]. Reported procedure: A mixture of 4-methyl-2-[3-(1-methyl-piperidin-4-yl)-propylamino]-pyrimidin-5-yl}-methanol (0.14 g, 0.49 mmol) in toluene (3 mL) was added MnO2 (0.22 g, 2.48 mmol). After 30 min at 70° C., the mixture was filtered through diatomaceous earth. The filtrate was concentrated and immediately dissolved in DMF. A portion of this solution (corresponding to 0.05 mg, 0.17 mmol of 4-methyl-2-[3-(1-methyl-piperidin-4-yl)-propylamino]-pyrimidine-5-carbaldehyde) was then treated with 4-fluoro-3-methyl-benzene... Starting materials: C(C)(C)(C)OC(=O)N1CCC(CC1)(C1=CC=CC=C1)COC(C(=O)OC)C1=CC(=CC(=C1)C(F)(F)F)C(F)(F)F (Methyl 2-(1-tert-butoxycarbonyl-4-Phenylpiperidin-4-yl)methoxy-2-(3,5-bis(trifluoromethyl)phenyl)acetate), Cl (hydrogen chloride). Conditions: time 24 hour. The product is Cl.C1(=CC=CC=C1)C1(CCNCC1)COC(C(=O)OC)C1=CC(=CC(=C1)C(F)(F)F)C(F)(F)F (Methyl 2-(4-phenylpiperidin-4-yl)methoxy-2-(3,5-bis(trifluoromethyl) phenyl)acetate Hydrochloride). Reaction SMILES: C(OC([N:8]1[CH2:13][CH2:12][C:11]([CH2:20][O:21][CH:22]([C:27]2[CH:32]=[C:31]([C:33]([F:36])([F:35])[F:34])[CH:30]=[C:29]([C:37]([F:40])([F:39])[F:38])[CH:28]=2)[C:23]([O:25][CH3:26])=[O:24])([C:14]2[CH:19]=[CH:18][CH:17]=[CH:16][CH:15]=2)[CH2:10][CH2:9]1)=O)(C)(C)C.[ClH:41]>>[ClH:41].[C:14]1([C:11]2([CH2:20][O:21][CH:22]([C:27]3[CH:32]=[C:31]([C:33]([F:34])([F:35])[F:36])[CH:30]=[C:29]([C:37]([F:40])([F:38])[F:39])[CH:28]=3)[C:23]([O:25][CH3:26])=[O:24])[CH2:10][CH2:9][NH:8][CH2:13][CH2:12]2)[CH:19]=[CH:18][CH:17]=[CH:16][CH:15]=1 |f:2.3|. Procedure: The product of step (c) above was dissolved in saturated methanolic hydrogen chloride, and allowed to stand at room temperature for 24 hours. The solvents were evaporated at reduced pressure then toluene was added to the residue and evaporated at reduced pressure to afford the title compound as a colourless foam. Analysis Calcd. for C23H23 F6NO3.HCl. 0.5(H2O): C, 53.03; H, 4.84; N, 2.69; Found: C, 52.78; H, 4.75; N, 2.75%. MS (Cl+) 476 (M+H)+. The reactants are NC[C@H]1N(CCC[C@H]1C)C(=O)C1=C(C=CC(=C1)C)N1N=C(N=C1)C(F)(F)F (((2S,3R)-2-(aminomethyl)-3-methylpiperidin-1-yl)(5-methyl-2-(3-(trifluoromethyl)-1H-1,2,4-triazol-1-yl)phenyl)methanone), BrC1=NC=C(C=C1)F (2-bromo-5-fluoropyridine). The product is FC=1C=CC(=NC1)NC[C@H]1N(CCC[C@H]1C)C(=O)C1=C(C=CC(=C1)C)N1N=C(N=C1)C(F)(F)F (((2S,3R)-2-(((5-Fluoropyridin-2-yl)amino)methyl)-3-methylpiperidin-1-yl)(5-methyl-2-(3-(trifluoromethyl)-1H-1,2,4-triazol-1-yl)phenyl)methanone). Reaction SMILES: [NH2:1][CH2:2][C@@H:3]1[C@H:8]([CH3:9])[CH2:7][CH2:6][CH2:5][N:4]1[C:10]([C:12]1[CH:17]=[C:16]([CH3:18])[CH:15]=[CH:14][C:13]=1[N:19]1[CH:23]=[N:22][C:21]([C:24]([F:27])([F:26])[F:25])=[N:20]1)=[O:11].Br[C:29]1[CH:34]=[CH:33][C:32]([F:35])=[CH:31][N:30]=1>>[F:35][C:32]1[CH:33]=[CH:34][C:29]([NH:1][CH2:2][C@@H:3]2[C@H:8]([CH3:9])[CH2:7][CH2:6][CH2:5][N:4]2[C:10]([C:12]2[CH:17]=[C:16]([CH3:18])[CH:15]=[CH:14][C:13]=2[N:19]2[CH:23]=[N:22][C:21]([C:24]([F:27])([F:26])[F:25])=[N:20]2)=[O:11])=[N:30][CH:31]=1. Reported procedure: The title compound was synthesized following the same general protocol as described in Example A44, using ((2S,3R)-2-(aminomethyl)-3-methylpiperidin-1-yl)(5-methyl-2-(3-(trifluoromethyl)-1H-1,2,4-triazol-1-yl)phenyl)methanone and 2-bromo-5-fluoropyridine. ESI-MS (m/z): 477 [M+1]+.